The task is: describe an organic reaction: reactants, conditions, products, and yield. This data is from the Open Reaction Database (ORD), a public repository of structured organic reaction records. The solvent is O (water), ClCCl (dichloromethane), ClCCl (dichloromethane), CN1CCOCC1 (N-methylmorpholine). Reaction SMILES: [CH3:1][S:2]([C:5]1[CH:21]=[CH:20][C:8]([CH2:9][N:10]2[C:19]3[C:14](=[CH:15][CH:16]=[CH:17][CH:18]=3)[NH:13][CH2:12][CH2:11]2)=[CH:7][CH:6]=1)(=[O:4])=[O:3].ClC(Cl)(O[C:26](=[O:32])OC(Cl)(Cl)Cl)Cl.Cl.Cl.[NH:36]1[CH2:40][CH2:39][CH:38]([C:41]2[CH:42]=[N:43][NH:44][CH:45]=2)[CH2:37]1.C(=O)([O-])O.[Na+]>ClCCl.CN1CCOCC1.O>[CH3:1][S:2]([C:5]1[CH:6]=[CH:7][C:8]([CH2:9][N:10]2[C:19]3[C:14](=[CH:15][CH:16]=[CH:17][CH:18]=3)[N:13]([C:26]([N:36]3[CH2:40][CH2:39][CH:38]([C:41]4[CH:42]=[N:43][NH:44][CH:45]=4)[CH2:37]3)=[O:32])[CH2:12][CH2:11]2)=[CH:20][CH:21]=1)(=[O:3])=[O:4] |f:2.3.4,5.6|. Procedure details: 0.3 g of 4-(4-(methanesulfonyl)benzyl)-3,4-dihydro-2H-quinoxaline is dissolved in 10 ml of dichloromethane and 0.1 ml of N-methylmorpholine. 0.118 g of triphosgene is added at 0° C. and then the reaction mixture is left stirring at ambient temperature for four hours. 0.208 g of 4-(pyrrolidin-3-yl)-1H-pyrazole dihydrochloride is subsequently added and the reaction mixture is stirred for eighteen hours. A saturated solution of sodium hydrogencarbonate in water and dichloromethane are added. The aq... The reactants are C(O)([O-])=O.[Na+] (sodium hydrogencarbonate), ClC(Cl)(OC(OC(Cl)(Cl)Cl)=O)Cl (triphosgene), CS(=O)(=O)C1=CC=C(CN2CCNC3=CC=CC=C23)C=C1 (4-(4-(methanesulfonyl)benzyl)-3,4-dihydro-2H-quinoxaline), Cl.Cl.N1CC(CC1)C=1C=NNC1 (4-(pyrrolidin-3-yl)-1H-pyrazole dihydrochloride). Reaction conditions: time 4 hour. Isolated yield 34.6%. Yields the product CS(=O)(=O)C1=CC=C(CN2CCN(C3=CC=CC=C23)C(=O)N2CC(CC2)C=2C=NNC2)C=C1 ([4-(4-(methanesulfonyl)benzyl)-3,4-dihydro-2H-quinoxalin-1-yl][3-(1H-pyrazol-4-yl)pyrrolidin-1-yl]methanone). The reactants are CN(C)C=O, Cc1oc(-c2ccccc2)nc1CCc1noc(CCl)n1, [H-], [Na+], O, COC(=O)Cc1cccc(O)c1. The product is COC(=O)Cc1cccc(OCc2nc(CCc3nc(-c4ccccc4)oc3C)no2)c1. RXN SMILES: [CH3:34][N:35]([CH3:36])[CH:37]=[O:38].[Cl:1][CH2:2][c:3]1[n:4][c:5]([CH2:8][CH2:9][c:10]2[n:11][c:12](-[c:16]3[cH:17][cH:18][cH:19][cH:20][cH:21]3)[o:13][c:14]2[CH3:15])[n:6][o:7]1.[H-:39].[Na+:40].[OH2:41].[OH:22][c:23]1[cH:24][c:25]([CH2:29][C:30](=[O:31])[O:32][CH3:33])[cH:26][cH:27][cH:28]1>>[CH2:2]([c:3]1[n:4][c:5]([CH2:8][CH2:9][c:10]2[n:11][c:12](-[c:16]3[cH:17][cH:18][cH:19][cH:20][cH:21]3)[o:13][c:14]2[CH3:15])[n:6][o:7]1)[O:22][c:23]1[cH:24][c:25]([CH2:29][C:30](=[O:31])[O:32][CH3:33])[cH:26][cH:27][cH:28]1. Starting materials: [N-]=[N+]=[N-].[Na+] (Sodium azide), Cl[C@@H]1[C@@H](CC[C@H](C2=NC=CC=C21)O[Si](C(C)C)(C(C)C)C(C)C)C2=C(C(=CC=C2)F)F ((5R,6S,9R)-5-chloro-6-(2,3-difluorophenyl)-9-(triisopropylsilyloxy)-6,7,8,9-tetrahydro-5H-cyclohepta[b]pyridine), crude product. Run in O (water), C(C)(=O)OCC (ethyl acetate), CN(C=O)C (dimethylformamide). Conditions: time 2.5 hour. The product is N(=[N+]=[N-])[C@H]1[C@@H](CC[C@H](C2=NC=CC=C21)O[Si](C(C)C)(C(C)C)C(C)C)C2=C(C(=CC=C2)F)F ((5S,6S,9R)-5-azido-6-(2,3-difluorophenyl)-9-(triisopropylsilyloxy)-6,7,8,9-tetrahydro-5H-cyclohepta[b]pyridine). RXN SMILES: Cl[C@H:2]1[C:12]2[C:7](=[N:8][CH:9]=[CH:10][CH:11]=2)[C@H:6]([O:13][Si:14]([CH:21]([CH3:23])[CH3:22])([CH:18]([CH3:20])[CH3:19])[CH:15]([CH3:17])[CH3:16])[CH2:5][CH2:4][C@H:3]1[C:24]1[CH:29]=[CH:28][CH:27]=[C:26]([F:30])[C:25]=1[F:31].[N-:32]=[N+:33]=[N-:34].[Na+]>CN(C)C=O.O.C(OCC)(=O)C>[N:32]([C@@H:2]1[C:12]2[C:7](=[N:8][CH:9]=[CH:10][CH:11]=2)[C@H:6]([O:13][Si:14]([CH:21]([CH3:23])[CH3:22])([CH:18]([CH3:20])[CH3:19])[CH:15]([CH3:17])[CH3:16])[CH2:5][CH2:4][C@H:3]1[C:24]1[CH:29]=[CH:28][CH:27]=[C:26]([F:30])[C:25]=1[F:31])=[N+:33]=[N-:34] |f:1.2|. Reported procedure: In a 100 mL round-bottom flask was dissolved (5R,6S,9R)-5-chloro-6-(2,3-difluorophenyl)-9-(triisopropylsilyloxy)-6,7,8,9-tetrahydro-5H-cyclohepta[b]pyridine (566 mg, 1.214 mmol) in dimethylformamide (5 mL) to give a colorless solution. Sodium azide (474 mg, 7.29 mmol) was added, and the mixture was stirred at room temperature under nitrogen for 2.5 h. LCMS indicated only partial reaction. The mixture was heated at 50° C. overnight. After 15 h, LCMS indicated complete conversion with some elimina... Reactants: C1(OCC(C)O1)=O (propylene carbonate). The solvent is CO (methanol). Product: C(OC)(OC)=O (dimethyl carbonate), C(C(C)O)O (propylene glycol). Procedure details: A single stage transesterification of propylene carbonate and methanol to form dimethyl carbonate and propylene glycol was conducted in a manner similar to that set forth in Example 1. The single stage experiment was conducted by combining a stream containing 61.25 weight percent of propylene carbonate and 38.76 weight percent of methanol with the potassium carbonate catalyst in a glass reaction tube. The results of the single stage transesterification of propylene carbonate and methanol are pre... Reaction SMILES: [C:1]1(=[O:7])[O:6][CH:4]([CH3:5])[CH2:3][O:2]1>CO>[C:1](=[O:7])([O:6][CH3:4])[O:2][CH3:3].[CH2:3]([OH:2])[CH:4]([OH:6])[CH3:5]. The reactants are FC(F)(F)c1ccccc1Br, [Li]CCCC, C1CCOC1, CCCCCC, CC(C)(C)OC(=O)N1CCC(=O)CC1. Yields the product CC(C)(C)OC(=O)N1CCC(O)(c2ccccc2C(F)(F)F)CC1. RXN SMILES: [Br:1][c:2]1[c:3]([C:8]([F:9])([F:10])[F:11])[cH:4][cH:5][cH:6][cH:7]1.[CH2:12]([Li:13])[CH2:14][CH2:15][CH3:16].[CH2:31]1[O:32][CH2:33][CH2:34][CH2:35]1.[CH3:36][CH2:37][CH2:38][CH2:39][CH2:40][CH3:41].[O:17]=[C:18]1[CH2:19][CH2:20][N:21]([C:24](=[O:25])[O:26][C:27]([CH3:28])([CH3:29])[CH3:30])[CH2:22][CH2:23]1>>[c:2]1([C:18]2([OH:17])[CH2:19][CH2:20][N:21]([C:24](=[O:25])[O:26][C:27]([CH3:28])([CH3:29])[CH3:30])[CH2:22][CH2:23]2)[c:3]([C:8]([F:9])([F:10])[F:11])[cH:4][cH:5][cH:6][cH:7]1.